From a dataset of the Open Reaction Database (ORD), a public repository of structured organic reaction records. describe an organic reaction: reactants, conditions, products, and yield Starting materials: C(C(C)C)Br (isobutyl bromide), ClC=1C=C(C=2N(C(C=C(N2)C)=O)C1)O (7-chloro-9-hydroxy-2-methyl-4H-pyrido[1,2-a] pyrimidin-4-one), [OH-].[Na+] (sodium hydroxide). The reagents and catalysts are [Cu] (copper bronze). Solvent: CC(=O)CC (ethyl methyl ketone), CC(=O)CC (ethyl methyl ketone), O (water). Run at time 1 hour. Yields the product ClC=1C=C(C=2N(C(C=C(N2)C)=O)C1)OCC(C)C (7-chloro-9-(isobutoxy)-2-methyl-4H-pyrido[ 1,2-a] pyrimidin-4-one). RXN SMILES: [OH-].[Na+].[Cl:3][C:4]1[CH:5]=[C:6]([OH:16])[C:7]2[N:8]([CH:15]=1)[C:9](=[O:14])[CH:10]=[C:11]([CH3:13])[N:12]=2.[CH2:17](Br)[CH:18]([CH3:20])[CH3:19]>CC(CC)=O.O.[Cu]>[Cl:3][C:4]1[CH:5]=[C:6]([O:16][CH2:17][CH:18]([CH3:20])[CH3:19])[C:7]2[N:8]([CH:15]=1)[C:9](=[O:14])[CH:10]=[C:11]([CH3:13])[N:12]=2 |f:0.1|. Procedure details: To a stirred suspension of 1.6 g of powdered sodium hydroxide in 100 ml of pure ethyl methyl ketone is added 21. g of 7-chloro-9-hydroxy-2-methyl-4H-pyrido[1,2-a] pyrimidin-4-one. The mixture is stirred for about 1 hour and 1.5 g of isobutyl bromide dissolved in 10 ml of pure ethyl methyl ketone is added dropwise. Subsequently, 0.2 g of copper bronze is added and the mixture stirred and heated under reflux for 2 hours. The mixture is cooled, diluted with 20 ml of water, filtered, and the organic... The reactants are [I-].C(CCC)[N+]1=C(SC=C1C)C (3-butyl-2,4-dimethylthiazol-3-ium iodide), FC(C=1C=C(C(=O)Cl)C=CC1)(F)F (3-(trifluoromethyl)benzoyl chloride). The reagents and catalysts are CN(C)C=1C=CN=CC1 (DMAP). Run in C(Cl)Cl (CH2Cl2), CS(=O)C.CO (DMSO MeOH), C(Cl)Cl (CH2Cl2), C(Cl)Cl (CH2Cl2). Run at time 8 hour. The product is C(CCC)N1/C(/SC=C1C)=C/C(=O)C1=CC(=CC=C1)C(F)(F)F ((2Z)-2-(3-butyl-4-methyl-1,3-thiazol-2(3H)-ylidene)-1-[3-(trifluoromethyl)phenyl]ethanone). As a reaction SMILES: [I-].[CH2:2]([N+:6]1[C:10]([CH3:11])=[CH:9][S:8][C:7]=1[CH3:12])[CH2:3][CH2:4][CH3:5].[F:13][C:14]([F:25])([F:24])[C:15]1[CH:16]=[C:17]([CH:21]=[CH:22][CH:23]=1)[C:18](Cl)=[O:19]>C(Cl)Cl.CN(C1C=CN=CC=1)C.CS(C)=O.CO>[CH2:2]([N:6]1[C:10]([CH3:11])=[CH:9][S:8]/[C:7]/1=[CH:12]\[C:18]([C:17]1[CH:21]=[CH:22][CH:23]=[C:15]([C:14]([F:13])([F:24])[F:25])[CH:16]=1)=[O:19])[CH2:3][CH2:4][CH3:5] |f:0.1,5.6|. Reported procedure: In a 20 mL vial a solution of 3-butyl-2,4-dimethylthiazol-3-ium iodide (47.92 mg, 0.16 mmol) dissolved in CH2Cl2 (0.5 mL) was added, followed by the addition of DMAP (49.24 mg, 0.40 mmol) dissolved in CH2Cl2 (0.8 mL). Then, to the solution was added 3-(trifluoromethyl)benzoyl chloride (33.4 mg, 0.16 mmol) dissolved in CH2Cl2 (0.5 mL). The vial was capped and shaken overnight at room temperature. The residue was dissolved in 1:1 DMSO/MeOH and purified by reverse phase HPLC using a method analogou... Solvent: CO (methanol). Procedure details: 5-Chloro-N-((1-(4-(methylamino)phenyl)-1H-1,2,3-triazol-4-yl)methyl)thiophene-2-carboxamide (34 mg, 0.1 mmol), prepared as shown in Example 17, was dissolved in 10 mL methanol and treated with MP-carbonate for 1 hr. The mixture was filtered and the filtrate was concentrated in vacuo. The residue was dissolved in 3 mL pyridine and N,N-dimethylglycine (16 mg, 0.1 mmol) was added. The mixture was then stirred in ice bath. POCl3 (28 μL, 0.3 mmol) was added. The reaction was stirred for 20 min and qu... RXN SMILES: [Cl:1][C:2]1[S:6][C:5]([C:7]([NH:9][CH2:10][C:11]2[N:12]=[N:13][N:14]([C:16]3[CH:21]=[CH:20][C:19]([NH:22][CH3:23])=[CH:18][CH:17]=3)[CH:15]=2)=[O:8])=[CH:4][CH:3]=1.C(=O)([O-])[O-].[CH3:28][N:29]([CH3:34])[CH2:30][C:31](O)=[O:32].O=P(Cl)(Cl)Cl>CO>[Cl:1][C:2]1[S:6][C:5]([C:7]([NH:9][CH2:10][C:11]2[N:12]=[N:13][N:14]([C:16]3[CH:21]=[CH:20][C:19]([N:22]([CH3:23])[C:31](=[O:32])[CH2:30][N:29]([CH3:34])[CH3:28])=[CH:18][CH:17]=3)[CH:15]=2)=[O:8])=[CH:4][CH:3]=1. Yields the product ClC1=CC=C(S1)C(=O)NCC=1N=NN(C1)C1=CC=C(C=C1)N(C(CN(C)C)=O)C (5-Chloro-N-((1-(4-(2-(dimethylamino)-N-methylacetamido)phenyl)-1H-1,2,3-triazol-4-yl)methyl)thiophene-2-carboxamide). Reactants: ClC1=CC=C(S1)C(=O)NCC=1N=NN(C1)C1=CC=C(C=C1)NC (5-Chloro-N-((1-(4-(methylamino)phenyl)-1H-1,2,3-triazol-4-yl)methyl)thiophene-2-carboxamide), O=P(Cl)(Cl)Cl (POCl3), C([O-])([O-])=O (carbonate), CN(CC(=O)O)C (N,N-dimethylglycine).